Dataset: the Open Reaction Database (ORD), a public repository of structured organic reaction records. Task: describe an organic reaction: reactants, conditions, products, and yield Starting materials: ice, ClC1=CC2=C(N3C(=NN=C3CNC2)C2CCN(CC2)C2=NC=CC=N2)C=C1 (8-Chloro-1-(1-pyrimidin-2-yl-piperidin-4-yl)-5,6-dihydro-4H-2,3,5,10b-tetraaza-benzo[e]azulene), C(C)(C)N(C(C)C)CC (N,N-Diisopropylethylamine), CN(S(=O)(=O)Cl)C (dimethylsulphamoyl chloride), CN(S(=O)(=O)Cl)C (dimethylsulphamoyl chloride), C(C)(C)N(C(C)C)CC (N,N-diisopropylethylamine). Run in ClCCl (dichloromethane). Conditions: time 4 hour. Product: N (ammonia), CN(S(=O)(=O)N1CC2=C(N3C(=NN=C3C1)C1CCN(CC1)C1=NC=CC=N1)C=CC(=C2)Cl)C (8-Chloro-1-(1-pyrimidin-2-yl-piperidin-4-yl)-4H,6H-2,3,5,10b-tetraaza-benzo[e]azulene-5-sulphonic acid dimethylamide). The yield is 69.0%. Reaction SMILES: C([N:4](CC)C(C)C)(C)C.[CH3:10][N:11]([CH3:16])[S:12](Cl)(=[O:14])=[O:13].[Cl:17][C:18]1[CH:43]=[CH:42][C:21]2[N:22]3[C:26]([CH2:27][NH:28][CH2:29][C:20]=2[CH:19]=1)=[N:25][N:24]=[C:23]3[CH:30]1[CH2:35][CH2:34][N:33]([C:36]2[N:41]=[CH:40][CH:39]=[CH:38][N:37]=2)[CH2:32][CH2:31]1>ClCCl>[NH3:4].[CH3:10][N:11]([CH3:16])[S:12]([N:28]1[CH2:27][C:26]2[N:22]([C:23]([CH:30]3[CH2:31][CH2:32][N:33]([C:36]4[N:37]=[CH:38][CH:39]=[CH:40][N:41]=4)[CH2:34][CH2:35]3)=[N:24][N:25]=2)[C:21]2[CH:42]=[CH:43][C:18]([Cl:17])=[CH:19][C:20]=2[CH2:29]1)(=[O:14])=[O:13]. Reported procedure: N,N-Diisopropylethylamine (77 μl, 0.44 mmol), followed by dimethylsulphamoyl chloride (50 μl, 0.44 mmol) were added to an ice-cold solution of the amine from example 12 (150 mg, 0.4 mmol) in dichloromethane (10 ml), and the reaction mixture was stirred at room temperature for 4 hours. TLC analysis showed that starting material remained, so additional dimethylsulphamoyl chloride (91 μl, 0.8 mmol) and N,N-diisopropylethylamine (140 μl, 0.8 mmol) were added, and the mixture was stirred at room temp... The reactants are CC1(C)OC2C(COC(c3ccccc3)(c3ccccc3)c3ccccc3)=CC(O)C2O1, CN(C)c1ccncc1, COC(=O)Cl, ClCCl, c1ccncc1. Product: COC(=O)OC1C=C(COC(c2ccccc2)(c2ccccc2)c2ccccc2)C2OC(C)(C)OC12. As a reaction SMILES: [CH3:1][C:2]1([CH3:32])[O:3][CH:4]2[CH:5]([O:6]1)[C:7]([CH2:11][O:12][C:13]([c:14]1[cH:15][cH:16][cH:17][cH:18][cH:19]1)([c:20]1[cH:21][cH:22][cH:23][cH:24][cH:25]1)[c:26]1[cH:27][cH:28][cH:29][cH:30][cH:31]1)=[CH:8][CH:9]2[OH:10].[CH3:47][N:48]([c:49]1[cH:50][cH:51][n:52][cH:53][cH:54]1)[CH3:55].[Cl:39][C:40](=[O:41])[O:42][CH3:43].[Cl:44][CH2:45][Cl:46].[cH:33]1[cH:34][cH:35][n:36][cH:37][cH:38]1>>[CH3:1][C:2]1([CH3:32])[O:3][CH:4]2[CH:5]([O:6]1)[C:7]([CH2:11][O:12][C:13]([c:14]1[cH:15][cH:16][cH:17][cH:18][cH:19]1)([c:20]1[cH:21][cH:22][cH:23][cH:24][cH:25]1)[c:26]1[cH:27][cH:28][cH:29][cH:30][cH:31]1)=[CH:8][CH:9]2[O:10][C:40](=[O:41])[O:42][CH3:43]. The solvent is ClCCl (dichloromethane). The product is ClC1=C(C(=O)N=C=O)C=CC(=C1)Cl (2,4-Dichlorobenzoyl isocyanate). Reaction SMILES: [Cl:1][C:2]1[CH:10]=[C:9]([Cl:11])[CH:8]=[CH:7][C:3]=1[C:4]([NH2:6])=[O:5].C(Cl)(=O)[C:13](Cl)=[O:14]>ClCCl>[Cl:1][C:2]1[CH:10]=[C:9]([Cl:11])[CH:8]=[CH:7][C:3]=1[C:4]([N:6]=[C:13]=[O:14])=[O:5]. Procedure details: 2,4-Dichlorobenzamide was dissolved in dichloromethane, after which 1.5 eq. of oxalyl chloride were added and the mixture was heated to reflux for 16 hours. The reaction mixture was then concentrated under high vacuum and reacted in step b without any further purification. The reactants are ClC1=C(C(=O)N)C=CC(=C1)Cl (2,4-Dichlorobenzamide), C(C(=O)Cl)(=O)Cl (oxalyl chloride). Conditions: time 18 hour. The reactants are NC1=C(C=NN1C)C#N (5-Amino-1-methyl-1H-pyrazole-4-carbonitrile), N1C(=NC2=C1C=CC=C2)CC(=O)OCC (ethyl 1H-benzimidazol-2-ylacetate), [Li+].C[Si](C)(C)[N-][Si](C)(C)C (LiHMDS). Reaction SMILES: [NH2:1][C:2]1[N:6]([CH3:7])[N:5]=[CH:4][C:3]=1[C:8]#[N:9].[NH:10]1[C:14]2[CH:15]=[CH:16][CH:17]=[CH:18][C:13]=2[N:12]=[C:11]1[CH2:19][C:20](OCC)=[O:21].[Li+].C[Si]([N-][Si](C)(C)C)(C)C>C1COCC1>[NH2:9][C:8]1[C:3]2[CH:4]=[N:5][N:6]([CH3:7])[C:2]=2[NH:1][C:20](=[O:21])[C:19]=1[C:11]1[NH:10][C:14]2[CH:15]=[CH:16][CH:17]=[CH:18][C:13]=2[N:12]=1 |f:2.3|. The product is NC=1C2=C(NC(C1C1=NC3=C(N1)C=CC=C3)=O)N(N=C2)C (4-Amino-5-(1H-benzimidazol-2-yl)-1-methyl-1,7-dihydro-6H-pyrazolo[3,4-b]pyridin-6-one). Solvent: C1CCOC1 (THF). Procedure details: 5-Amino-1-methyl-1H-pyrazole-4-carbonitrile (1.0 eq) and ethyl 1H-benzimidazol-2-ylacetate (1.0 eq) were dissolved in THF and dried over sieves. LiHMDS (3 eq) was added dropwise and the mixture stirred for 18 hours. The mixture was filtered and diluted with EtOAc, then washed with an aqueous saturated NH4Cl solution. The aqueous layer was washed with EtOAc (3×), and the organic layers combined, dried over MgSO4, and concentrated yielding pure product. LC/MS m/z 281.0 (MH+), Rt 1.41 minutes. As a reaction SMILES: [CH3:1][O:2][C:3]([c:4]1[cH:5][c:6]([NH:12][C:13](=[O:14])[NH:15][c:16]2[n:17][cH:18][cH:19][n:20][cH:21]2)[c:7]([O:10][CH3:11])[cH:8][cH:9]1)=[O:22].[CH3:26][OH:27].[ClH:25].[Li+:23].[OH-:24]>>[O:2]=[C:3]([c:4]1[cH:5][c:6]([NH:12][C:13](=[O:14])[NH:15][c:16]2[n:17][cH:18][cH:19][n:20][cH:21]2)[c:7]([O:10][CH3:11])[cH:8][cH:9]1)[OH:22]. The product is COc1ccc(C(=O)O)cc1NC(=O)Nc1cnccn1. The reactants are COC(=O)c1ccc(OC)c(NC(=O)Nc2cnccn2)c1, CO, Cl, [Li+], [OH-]. Starting materials: Clc1ccccc1Cl, CNC(=O)c1ccccc1C(O)c1ccccc1. Yields the product O=C1OC(c2ccccc2)c2ccccc21. RXN SMILES: [Cl:19][c:20]1[cH:21][cH:22][cH:23][cH:24][c:25]1[Cl:26].[OH:1][CH:2]([c:3]1[c:4]([C:9](=[O:10])[NH:11][CH3:12])[cH:5][cH:6][cH:7][cH:8]1)[c:13]1[cH:14][cH:15][cH:16][cH:17][cH:18]1>>[O:1]1[CH:2]([c:13]2[cH:14][cH:15][cH:16][cH:17][cH:18]2)[c:3]2[c:4]([cH:5][cH:6][cH:7][cH:8]2)[C:9]1=[O:10].